This data is from the Open Reaction Database (ORD), a public repository of structured organic reaction records. The task is: describe an organic reaction: reactants, conditions, products, and yield The reactants are C([O-])([O-])=O.[K+].[K+] (potassium carbonate), C(C)(=O)NC=1C=2N(C=CC1)C(=C(N2)CCC2=CC1=C(N=C(O1)N)C=C2)C (6-[2-(8-acetylamino-3-methylimidazo[1,2-a]pyridin-2-yl)ethyl]-2-aminobenzoxazole), Cl (hydrochloric acid), C(C)(=O)OCC (ethyl acetate). Solvent: C(C)O (ethanol). Yields the product NC=1OC2=C(N1)C=CC(=C2)CCC=2N=C1N(C=CC=C1N)C2C (2-amino-6-[2-(8-amino-3-methylimidazo[1,2-a]pyridin-2-yl)ethyl]benzoxazole). Isolated yield 85.3%. Reaction SMILES: C([NH:4][C:5]1[C:6]2[N:7]([C:11]([CH3:26])=[C:12]([CH2:14][CH2:15][C:16]3[CH:25]=[CH:24][C:19]4[N:20]=[C:21]([NH2:23])[O:22][C:18]=4[CH:17]=3)[N:13]=2)[CH:8]=[CH:9][CH:10]=1)(=O)C.Cl.C(OCC)(=O)C.C(=O)([O-])[O-].[K+].[K+]>C(O)C>[NH2:23][C:21]1[O:22][C:18]2[CH:17]=[C:16]([CH2:15][CH2:14][C:12]3[N:13]=[C:6]4[C:5]([NH2:4])=[CH:10][CH:9]=[CH:8][N:7]4[C:11]=3[CH3:26])[CH:25]=[CH:24][C:19]=2[N:20]=1 |f:3.4.5|. Reported procedure: A mixture of 6-[2-(8-acetylamino-3-methylimidazo[1,2-a]pyridin-2-yl)ethyl]-2-aminobenzoxazole (0.6 g) and conc. hydrochloric acid (0.76 ml) in ethanol (12 ml) was refluxed for 7 hours. To the reaction mixture was added ethyl acetate (18 ml) and the resulting precipitate was collected by filtration. A solution of resulting precipitate in water was adjusted to pH 9.0 with 20% aqueous potassium carbonate solution and the precipitate was collected by filtration and dried to give 2-amino-6-[2-(8-amin...